This data is from the Open Reaction Database (ORD), a public repository of structured organic reaction records. The task is: describe an organic reaction: reactants, conditions, products, and yield Reactants: C1(=CC(=CC=C1)CCO)CCO (2,2′-(1,3-phenylene)diethanol), Br (HBr), Br (HBr). The solvent is C1(=CC=CC=C1)C (toluene). Conditions: temperature 87 celsius. The product is BrCCC=1C=C(C=CC1)CCO (2-(3-(2-bromoethyl)phenyl)ethanol). Isolated yield 97.5%. As a reaction SMILES: [C:1]1([CH2:10][CH2:11]O)[CH:6]=[CH:5][CH:4]=[C:3]([CH2:7][CH2:8][OH:9])[CH:2]=1.[BrH:13]>C1(C)C=CC=CC=1>[Br:13][CH2:11][CH2:10][C:1]1[CH:2]=[C:3]([CH2:7][CH2:8][OH:9])[CH:4]=[CH:5][CH:6]=1. Procedure: A suspension of 2,2′-(1,3-phenylene)diethanol (step c) (1.03 kg, 6.22 mol, 1.0 equiv.) in toluene (13.49 L, 15.0 vols) and 48% HBr (1.44 L, 12.75 mol, 2.05 equiv.) was heated at 87° C. for 14 h. Additional 48% w/w HBr (0.35 L 3.11 mol, 0.5 equiv.) was charged and the mixture was stirred at reflux for a further 24 h. The mixture was cooled to ambient and the layers were separated. The organic layer was concentrated to afford 1.39 kg of material. The purification was split into two equal batches o...